Task: describe an organic reaction: reactants, conditions, products, and yield. Dataset: the Open Reaction Database (ORD), a public repository of structured organic reaction records Starting materials: O=C([O-])[O-], CCCCc1nc(Cl)c(C(=O)O)n1Cc1ccc(-c2ccccc2-c2nnnn2C(c2ccccc2)(c2ccccc2)c2ccccc2)cc1, CN(C)C=O, [Cs+], [Cs+], COP(=O)(OCCl)OC1COC2C(O[N+](=O)[O-])COC12. Product: CCCCc1nc(Cl)c(C(=O)OCOP(=O)(OC)OC2COC3C(O[N+](=O)[O-])COC23)n1Cc1ccc(-c2ccccc2-c2nnnn2C(c2ccccc2)(c2ccccc2)c2ccccc2)cc1. RXN SMILES: [C:1](=[O:2])([O-:3])[O-:4].[CH2:27]([CH2:28][CH2:29][CH3:30])[c:31]1[n:32]([CH2:40][c:41]2[cH:42][cH:43][c:44](-[c:47]3[c:48](-[c:53]4[n:54][n:55][n:56][n:57]4[C:58]([c:59]4[cH:60][cH:61][cH:62][cH:63][cH:64]4)([c:65]4[cH:66][cH:67][cH:68][cH:69][cH:70]4)[c:71]4[cH:72][cH:73][cH:74][cH:75][cH:76]4)[cH:49][cH:50][cH:51][cH:52]3)[cH:45][cH:46]2)[c:33]([C:37](=[O:38])[OH:39])[c:34]([Cl:36])[n:35]1.[CH3:77][N:78]([CH3:79])[CH:80]=[O:81].[Cs+:5].[Cs+:6].[P:7](=[O:8])([O:9][CH2:10][Cl:11])([O:12][CH3:13])[O:14][CH:15]1[CH:16]2[CH:17]([O:18][CH2:19]1)[CH:20]([O:23][N+:24](=[O:25])[O-:26])[CH2:21][O:22]2>>[P:7](=[O:8])([O:9][CH2:10][O:39][C:37]([c:33]1[n:32]([CH2:40][c:41]2[cH:42][cH:43][c:44](-[c:47]3[c:48](-[c:53]4[n:54][n:55][n:56][n:57]4[C:58]([c:59]4[cH:60][cH:61][cH:62][cH:63][cH:64]4)([c:65]4[cH:66][cH:67][cH:68][cH:69][cH:70]4)[c:71]4[cH:72][cH:73][cH:74][cH:75][cH:76]4)[cH:49][cH:50][cH:51][cH:52]3)[cH:45][cH:46]2)[c:31]([CH2:27][CH2:28][CH2:29][CH3:30])[n:35][c:34]1[Cl:36])=[O:38])([O:12][CH3:13])[O:14][CH:15]1[CH:16]2[CH:17]([O:18][CH2:19]1)[CH:20]([O:23][N+:24](=[O:25])[O-:26])[CH2:21][O:22]2. The reactants are ClC1=CC(=C(C=C1)[C@@H](C)N[S@@](=O)C(C)(C)C)C(F)(F)F ((S)—N—((R)-1(4-chloro-2-(trifluoromethyl)phenyl)ethyl)-2-methylpropane-2-sulfinamide), Cl (hydrochloric acid), O1CCOCC1 (p-dioxane), C(C)OCC (Diethyl ether). Run in CO (methanol). Run at time 30 minute. Product: ClC1=CC(=C(C=C1)[C@@H](C)N)C(F)(F)F ((1R)-1-(4-chloro-2-(trifluoromethyl)phenyl)ethanamine). Reaction SMILES: [Cl:1][C:2]1[CH:7]=[CH:6][C:5]([C@H:8]([NH:10][S@](C(C)(C)C)=O)[CH3:9])=[C:4]([C:17]([F:20])([F:19])[F:18])[CH:3]=1.Cl.O1CCOCC1.C(OCC)C>CO>[Cl:1][C:2]1[CH:7]=[CH:6][C:5]([C@H:8]([NH2:10])[CH3:9])=[C:4]([C:17]([F:18])([F:19])[F:20])[CH:3]=1. Procedure details: To a solution of (S)—N—((R)-1(4-chloro-2-(trifluoromethyl)phenyl)ethyl)-2-methylpropane-2-sulfinamide (14.6 g, 44.5 mmol) in methanol (25 mL) was added a solution of hydrochloric acid in p-dioxane (4.0 M in p-dioxane, 22.3 mL, 89.1 mmol), and the reaction was stirred at room temperature for 30 min. Diethyl ether was then added (400 mL) and the slurry was stirred for 10 min. The solid was collected by filtration, and washed with diethyl ether (2×200 mL). The solid was then dissolved in 5 M aqueou...